From a dataset of the Open Reaction Database (ORD), a public repository of structured organic reaction records. describe an organic reaction: reactants, conditions, products, and yield Reactants: CC(=O)O, O=C1C=C(O)C(=Cc2ccccc2)N1, O=N[O-], [Na+]. Yields the product O=C1NC(=Cc2ccccc2)C(=O)C1=NO. RXN SMILES: [CH3:19][C:20](=[O:21])[OH:22].[CH:5]([c:6]1[cH:7][cH:8][cH:9][cH:10][cH:11]1)=[C:12]1[C:13]([OH:18])=[CH:14][C:15](=[O:17])[NH:16]1.[N:1](=[O:2])[O-:3].[Na+:4]>>[N:1]([OH:3])=[C:14]1[C:13](=[O:18])[C:12](=[CH:5][c:6]2[cH:7][cH:8][cH:9][cH:10][cH:11]2)[NH:16][C:15]1=[O:17]. Reactants: COC=1C(=CC=CC1)N (2-anisidine), BrBr (bromine). Solvent: acid, C(C)(=O)O (acetic acid). Reaction conditions: time 10 minute. Yields the product BrC=1C=CC=C(C1OC)N (6-Bromo-2-anisidine). Yield: 71.8%. Reaction SMILES: [CH3:1][O:2][C:3]1[C:4]([NH2:9])=[CH:5][CH:6]=[CH:7][CH:8]=1.[Br:10]Br>C(O)(=O)C>[Br:10][C:8]1[CH:7]=[CH:6][CH:5]=[C:4]([NH2:9])[C:3]=1[O:2][CH3:1]. Procedure: To a cooled solution of 2-anisidine (2.7 mL, 23.7 mmol) in cetic acid (20 mL) at 10° C. was slowly added a solution of bromine (1.22 mL, 23.7 mmol) in acetic acid (10 mL) over a 10 min period. After stirring for 10 min, the solvents were removed by rotoevaporation and the residue dissolved in ethyl acetate. This solution was successively washed with saturated sodium bicarbonate solution and dried over anhydrous magnesium sulfate. After filtering, the solvents were removed by rotoevaporation and ... Reactants: C[Si](C)(C)c1ccc2cc(C(=O)O)n(Cc3cccc(F)c3)c2c1, CCN=C=NCCCN(C)C, CCOC(C)=O, Cl, Nc1ccc(N2CC(O)C2)nc1, [Na+], O=C([O-])O, CN(C)C=O, On1nnc2ccccc21. Product: C[Si](C)(C)c1ccc2cc(C(=O)Nc3ccc(N4CC(O)C4)nc3)n(Cc3cccc(F)c3)c2c1. As a reaction SMILES: [CH3:23][Si:24]([c:25]1[cH:26][cH:27][c:28]2[cH:29][c:30]([C:42](=[O:43])[OH:44])[n:31]([CH2:34][c:35]3[cH:36][c:37]([F:41])[cH:38][cH:39][cH:40]3)[c:32]2[cH:33]1)([CH3:45])[CH3:46].[CH3:2][N:3]([CH3:4])[CH2:5][CH2:6][CH2:7][N:8]=[C:9]=[N:10][CH2:11][CH3:12].[CH3:69][CH2:70][O:71][C:72](=[O:73])[CH3:74].[ClH:1].[NH2:47][c:48]1[cH:49][n:50][c:51]([N:54]2[CH2:55][CH:56]([OH:58])[CH2:57]2)[cH:52][cH:53]1.[Na+:63].[O-:59][C:60]([OH:61])=[O:62].[O:64]=[CH:65][N:66]([CH3:67])[CH3:68].[OH:13][n:14]1[c:15]2[cH:16][cH:17][cH:18][cH:19][c:20]2[n:21][n:22]1>>[CH3:23][Si:24]([c:25]1[cH:26][cH:27][c:28]2[cH:29][c:30]([C:42](=[O:43])[NH:47][c:48]3[cH:49][n:50][c:51]([N:54]4[CH2:55][CH:56]([OH:58])[CH2:57]4)[cH:52][cH:53]3)[n:31]([CH2:34][c:35]3[cH:36][c:37]([F:41])[cH:38][cH:39][cH:40]3)[c:32]2[cH:33]1)([CH3:45])[CH3:46]. Reactants: C(C)(C)(C)OC(=O)N(C(C1=C(C=CC(=C1)N1C(CCC1=O)C)C(=O)N1CCN(CC1)C1=NC=C(C=C1C)C)=O)C(=O)OC(C)(C)C (N,N-di-tert-butyloxycarbonyl-2-[4-(3,5-dimethylpyridin-2-yl)piperazine-1-carbonyl]-5-(2-methyl-5-oxopyrrolidin-1-yl)benzamide), COCCNC ((2-methoxyethyl)(methyl)amine). Product: CC=1C(=NC=C(C1)C)N1CCN(CC1)C(=O)C1=C(C(=O)N(C)CCOC)C=C(C=C1)N1C(CCC1=O)C (2-[4-(3,5-dimethylpyridin-2-yl)piperazine-1-carbonyl]-N-(2-methoxyethyl)-N-methyl-5-(2-methyl-5-oxopyrrolidin-1-yl)benzamide). As a reaction SMILES: C(O[C:6]([N:8](C(OC(C)(C)C)=O)[C:9](=[O:39])[C:10]1[CH:15]=[C:14]([N:16]2[C:20](=[O:21])[CH2:19][CH2:18][CH:17]2[CH3:22])[CH:13]=[CH:12][C:11]=1[C:23]([N:25]1[CH2:30][CH2:29][N:28]([C:31]2[C:36]([CH3:37])=[CH:35][C:34]([CH3:38])=[CH:33][N:32]=2)[CH2:27][CH2:26]1)=[O:24])=O)(C)(C)C.[CH3:47][O:48][CH2:49][CH2:50]NC>>[CH3:37][C:36]1[C:31]([N:28]2[CH2:29][CH2:30][N:25]([C:23]([C:11]3[CH:12]=[CH:13][C:14]([N:16]4[C:20](=[O:21])[CH2:19][CH2:18][CH:17]4[CH3:22])=[CH:15][C:10]=3[C:9]([N:8]([CH2:50][CH2:49][O:48][CH3:47])[CH3:6])=[O:39])=[O:24])[CH2:26][CH2:27]2)=[N:32][CH:33]=[C:34]([CH3:38])[CH:35]=1. Procedure details: Using N,N-di-tert-butyloxycarbonyl-2-[4-(3,5-dimethylpyridin-2-yl)piperazine-1-carbonyl]-5-(2-methyl-5-oxopyrrolidin-1-yl)benzamide (70 mg) described in Example 837 and (2-methoxyethyl)(methyl)amine (49 μL) and by the reaction and treatment in the same manner as in Example 770, the title compound (28 mg) was obtained. Reactants: [Br-], O=C1CCC(=O)N1Br, O=C(OOC(=O)c1ccccc1)c1ccccc1, COC(=O)CCNC(=O)c1ccc(CC(c2ccc(Cl)cc2)c2nc(-c3ccc(OC(F)(F)F)cc3)cs2)cc1, ClC(Cl)(Cl)Cl, [Li+], [Li+], [Li+], O=C([O-])[O-]. The product is COC(=O)CCNC(=O)c1ccc(C=C(c2ccc(Cl)cc2)c2nc(-c3ccc(OC(F)(F)F)cc3)cs2)cc1. RXN SMILES: [Br-:74].[Br:41][N:42]1[C:43](=[O:44])[CH2:45][CH2:46][C:47]1=[O:48].[C:49]([O:50][O:51][C:52](=[O:53])[c:54]1[cH:55][cH:56][cH:57][cH:58][cH:59]1)(=[O:60])[c:61]1[cH:62][cH:63][cH:64][cH:65][cH:66]1.[CH3:1][O:2][C:3]([CH2:4][CH2:5][NH:6][C:7]([c:8]1[cH:9][cH:10][c:11]([CH2:14][CH:15]([c:16]2[s:17][cH:18][c:19](-[c:21]3[cH:22][cH:23][c:24]([O:27][C:28]([F:29])([F:30])[F:31])[cH:25][cH:26]3)[n:20]2)[c:32]2[cH:33][cH:34][c:35]([Cl:38])[cH:36][cH:37]2)[cH:12][cH:13]1)=[O:39])=[O:40].[Cl:75][C:76]([Cl:77])([Cl:78])[Cl:79].[Li+:67].[Li+:68].[Li+:73].[O-:69][C:70](=[O:71])[O-:72]>>[CH3:1][O:2][C:3]([CH2:4][CH2:5][NH:6][C:7]([c:8]1[cH:9][cH:10][c:11]([CH:14]=[C:15]([c:16]2[s:17][cH:18][c:19](-[c:21]3[cH:22][cH:23][c:24]([O:27][C:28]([F:29])([F:30])[F:31])[cH:25][cH:26]3)[n:20]2)[c:32]2[cH:33][cH:34][c:35]([Cl:38])[cH:36][cH:37]2)[cH:12][cH:13]1)=[O:39])=[O:40].